From a dataset of the Open Reaction Database (ORD), a public repository of structured organic reaction records. describe an organic reaction: reactants, conditions, products, and yield The reactants are COC1=CC=C(C=C1)N1C(O[C@H](C1)CN1CCC(CC1)OC1=CC=C(C=C1)F)=O (3-p-methoxyphenyl-5(S)-[(4-p-fluorophenoxypiperidino)methyl]-2-oxazolidinone). Procedure details: 3-p-methoxyphenyl-5(S)-[(4-p-fluorophenoxypiperidino)methyl]-2-oxazolidinone (hydrochloride), m.p. 246°-247°; [α]D =-28.9° (DMSO); Yields the product FC1=CC=C(OC2CCNCC2)C=C1 (4-(p-fluorophenoxy)piperidine). RXN SMILES: COC1C=CC(N2C[C@H](C[N:15]3[CH2:20][CH2:19][CH:18]([O:21][C:22]4[CH:27]=[CH:26][C:25]([F:28])=[CH:24][CH:23]=4)[CH2:17][CH2:16]3)OC2=O)=CC=1>CS(C)=O>[F:28][C:25]1[CH:26]=[CH:27][C:22]([O:21][CH:18]2[CH2:17][CH2:16][NH:15][CH2:20][CH2:19]2)=[CH:23][CH:24]=1. The solvent is CS(=O)C (DMSO). The reactants are CCC=O, ClCCCCC1C=CCC1, [Mg], C1CCOC1, O. Yields the product CCC(O)CCCCC1C=CCC1. Reaction SMILES: [CH:12]([CH2:13][CH3:14])=[O:15].[Cl:1][CH2:2][CH2:3][CH2:4][CH2:5][CH:6]1[CH:7]=[CH:8][CH2:9][CH2:10]1.[Mg:11].[O:17]1[CH2:18][CH2:19][CH2:20][CH2:21]1.[OH2:16]>>[CH2:2]([CH2:3][CH2:4][CH2:5][CH:6]1[CH:7]=[CH:8][CH2:9][CH2:10]1)[CH:12]([CH2:13][CH3:14])[OH:15]. The reactants are C1(C=CC=C2C3=CC=CC=C3C=C12)=O (fluorenone), C(C)OCC (diethyl ether), C(CCC)[Li] (n-butyllithium), C(C1=CC=CC=C1)N1C=NC=C1 (N-benzylimidazole). Solvent: C1CCOC1 (THF), C1CCOC1 (THF). Conditions: temperature -20 celsius. The product is C(C1=CC=CC=C1)N1C(=NC=C1)C1(C2=CC=CC=C2C=2C=CC=CC12)O (9-(1-Benzyl-1H-imidazol-2-yl)-9H-fluoren-9-ol). As a reaction SMILES: C([Li])CCC.[CH2:6]([N:13]1[CH:17]=[CH:16][N:15]=[CH:14]1)[C:7]1[CH:12]=[CH:11][CH:10]=[CH:9][CH:8]=1.[C:18]1(=O)[C:30]2[C:22]([C:23]3[C:28]([CH:29]=2)=[CH:27][CH:26]=[CH:25][CH:24]=3)=[CH:21][CH:20]=[CH:19]1.C([O:34]CC)C>C1COCC1>[CH2:6]([N:13]1[CH:17]=[CH:16][N:15]=[C:14]1[C:29]1([OH:34])[C:28]2[CH:27]=[CH:26][CH:25]=[CH:24][C:23]=2[C:22]2[C:30]1=[CH:18][CH:19]=[CH:20][CH:21]=2)[C:7]1[CH:8]=[CH:9][CH:10]=[CH:11][CH:12]=1. Procedure: 1.2 eq of n-butyllithium are added at −70° C. to N-benzylimidazole in THF. The mixture is allowed to warm to −20° C. in the course of one hour and is then again cooled to −70° C. After addition of 1 eq of fluorenone in THF, it is allowed to warm to RT in the course of 5 h. Aqueous work-up, extraction with EA, followed by subsequent drying of the organic phase over magnesium sulfate and evaporation of the solvents yields a solid, yellowish residue. Trituration with diethyl ether yields a solid, w... Starting materials: C(=O)C=1C(=C(OC2=C(C#N)C=CC(=C2)C(F)(F)F)C=CC1)OC (2-(3-Formyl-2-methoxy-phenoxy)-4-trifluoromethyl-benzonitrile), CN (methylamine), C(#N)[BH3-].[Na+] (sodium cyanoborohydride), C(\C=C\C(=O)O)(=O)O (Fumaric acid). Run in C(C)(=O)O.CO (acetic acid methanol), C(C)(=O)OCC (ethyl acetate). Yields the product C(\C=C\C(=O)O)(=O)O.COC1=C(OC2=C(C#N)C=CC(=C2)C(F)(F)F)C=CC=C1CNC (2-(2-methoxy-3-methylaminomethyl-phenoxy)-4-trifluoromethyl-benzonitrile fumarate). Yield: 30.4%. Reaction SMILES: [CH:1]([C:3]1[C:4]([O:22][CH3:23])=[C:5]([CH:19]=[CH:20][CH:21]=1)[O:6][C:7]1[CH:14]=[C:13]([C:15]([F:18])([F:17])[F:16])[CH:12]=[CH:11][C:8]=1[C:9]#[N:10])=O.CN.[C:26]([BH3-])#[N:27].[Na+].[C:30]([OH:37])(=[O:36])/[CH:31]=[CH:32]/[C:33]([OH:35])=[O:34]>C(OCC)(=O)C.C(O)(=O)C.CO>[C:30]([OH:37])(=[O:36])/[CH:31]=[CH:32]/[C:33]([OH:35])=[O:34].[CH3:23][O:22][C:4]1[C:3]([CH2:1][NH:27][CH3:26])=[CH:21][CH:20]=[CH:19][C:5]=1[O:6][C:7]1[CH:14]=[C:13]([C:15]([F:17])([F:16])[F:18])[CH:12]=[CH:11][C:8]=1[C:9]#[N:10] |f:2.3,6.7,8.9|. Reported procedure: 2-(3-Formyl-2-methoxy-phenoxy)-4-trifluoromethyl-benzonitrile (0.46 g, 1.43 mmol), methylamine (2M in methanol, 22.2 mL, 4.4 mmol) and sodium cyanoborohydride (0.13 g, 2.1 mmol) were stirred at ambient temperature in a 1% acetic acid/methanol solution (70 mL) for 20 h. The solvent was removed in vacuo. The residue was treated with 10% sodium carbonate solution and extracted with ethyl acetate. Fumaric acid (0.15 g, 1.3 mmol) was added to the separated ethyl acetate layer and the solvent removed ... Starting materials: OC1C=2C=CC=CC2C=2NC(C(NC21)=O)=O (9-hydroxy-9H-indeno[1,2-b]pyrazine-2,3(1H, 4H)-dione), COCCO (2-methoxyethanol), C1(=CC=C(C=C1)S(=O)(=O)O)C (p-toluensulfonic acid), O (water). Solvent: C1=CC=CC=C1 (benzene). The product is COCCOC1C=2C=CC=CC2C=2NC(C(NC21)=O)=O (9-(2-Methoxyethoxy)-9H-indeno[1,2-b]pyrazine-2,3(1H, 4H)-dione). Isolated yield 60.0%. As a reaction SMILES: [OH:1][CH:2]1[C:14]2[NH:13][C:12](=[O:15])[C:11](=[O:16])[NH:10][C:9]=2[C:8]2[CH:7]=[CH:6][CH:5]=[CH:4][C:3]1=2.[CH3:17][O:18][CH2:19][CH2:20]O.C1(C)C=CC(S(O)(=O)=O)=CC=1.O>C1C=CC=CC=1>[CH3:17][O:18][CH2:19][CH2:20][O:1][CH:2]1[C:14]2[NH:13][C:12](=[O:15])[C:11](=[O:16])[NH:10][C:9]=2[C:8]2[CH:7]=[CH:6][CH:5]=[CH:4][C:3]1=2. Procedure details: A suspension of 9-hydroxy-9H-indeno[1,2-b]pyrazine-2,3(1H, 4H)-dione. 1H2O (0.50 g, 2.13 mmol) in benzene (20 ml), 2-methoxyethanol (10 ml) and p-toluensulfonic acid (20 mg) was refluxed with water separation for 20 hours. The reaction mixture was evaporated in vacuo to dryness, the residue was suspended in ethanol (10 ml) and the precipitate was filtered off and washed with ethanol and dried to give 0.48 g of the crude product, which was recrystallized from ethanol to yield 0.35 g (60%) of the ... Reactants: B, CCOC(=O)c1c(C)c[nH]c1CC(=O)NCCN(C)C, Cl, [Na+], C1CCOC1, C1CCOC1, [OH-], O. Product: CCOC(=O)c1c(C)c[nH]c1CCNCCN(C)C. As a reaction SMILES: [BH3:26].[CH2:1]([CH3:2])[O:3][C:4](=[O:5])[c:6]1[c:7]([CH2:12][C:13]([NH:14][CH2:15][CH2:16][N:17]([CH3:18])[CH3:19])=[O:20])[nH:8][cH:9][c:10]1[CH3:11].[ClH:27].[Na+:29].[O:21]1[CH2:22][CH2:23][CH2:24][CH2:25]1.[O:30]1[CH2:31][CH2:32][CH2:33][CH2:34]1.[OH-:28].[OH2:35]>>[CH2:1]([CH3:2])[O:3][C:4](=[O:5])[c:6]1[c:7]([CH2:12][CH2:13][NH:14][CH2:15][CH2:16][N:17]([CH3:18])[CH3:19])[nH:8][cH:9][c:10]1[CH3:11]. Reactants: solution, O (water), O (water), talc, sodium lignosulfonate, Example 2, C (charcoal), C1COCCN1C2=NC(=NC(=N2)NC3=CC(=C(C=C3)/C=C/C4=C(C=C(C=C4)NC5=NC(=NC(=N5)NC6=CC=CC=C6)N7CCOCC7)S(=O)(=O)[O-])S(=O)(=O)[O-])NC8=CC=CC=C8.[Na+].[Na+] (Blancophor BBH), technical material, [OH-].[NH4+] (ammonium hydroxide), S(O)(O)(=O)=O (sulfuric acid), 85A, [Na] (sodium). Reaction conditions: time 15 minute. The product is C1=CC=C(C=C1)NC2=NC(=NC(=N2)N(CCO)CCO)NC3=CC(=C(C=C3)/C=C/C4=C(C=C(C=C4)NC5=NC(=NC(=N5)NC6=CC=CC=C6)N(CCO)CCO)S(=O)(=O)O)S(=O)(=O)O (Calcofluor M2R). RXN SMILES: [OH-:1].[NH4+].[Na].S(=O)(=O)(O)O.[CH2:9]1[N:14]([C:15]2[N:20]=[C:19]([NH:21][C:22]3[CH:27]=[CH:26][C:25](/[CH:28]=[CH:29]/[C:30]4[CH:35]=[CH:34][C:33]([NH:36][C:37]5[N:42]=[C:41]([NH:43][C:44]6[CH:49]=[CH:48][CH:47]=[CH:46][CH:45]=6)[N:40]=[C:39]([N:50]6[CH2:55][CH2:54][O:53][CH2:52][CH2:51]6)[N:38]=5)=[CH:32][C:31]=4[S:56]([O-:59])(=[O:58])=[O:57])=[C:24]([S:60]([O-:63])(=[O:62])=[O:61])[CH:23]=3)[N:18]=[C:17]([NH:64][C:65]3[CH:70]=[CH:69][CH:68]=[CH:67][CH:66]=3)[N:16]=2)[CH2:13][CH2:12][O:11][CH2:10]1.[Na+].[Na+].C.[OH2:74]>>[CH:47]1[CH:46]=[CH:45][C:44]([NH:43][C:41]2[N:40]=[C:39]([N:50]([CH2:51][CH2:52][OH:1])[CH2:55][CH2:54][OH:53])[N:38]=[C:37]([NH:36][C:33]3[CH:34]=[CH:35][C:30](/[CH:29]=[CH:28]/[C:25]4[CH:26]=[CH:27][C:22]([NH:21][C:19]5[N:18]=[C:17]([NH:64][C:65]6[CH:70]=[CH:69][CH:68]=[CH:67][CH:66]=6)[N:16]=[C:15]([N:14]([CH2:9][CH2:10][OH:11])[CH2:13][CH2:12][OH:74])[N:20]=5)=[CH:23][C:24]=4[S:60]([OH:63])(=[O:61])=[O:62])=[C:31]([S:56]([OH:59])(=[O:57])=[O:58])[CH:32]=3)[N:42]=2)=[CH:49][CH:48]=1 |f:0.1,4.5.6,^1:2|. Procedure details: A mixture of V8vEGTDEL polyhedral inclusion bodies (13.0 g of technical material, 6.0 g of PIBs, about 1.27×1011 PIBs/gram, mean PIB size about 2.5 μm) and ammonium hydroxide solution (15.0 g, pH 9.5) is stirred for 15 minutes, treated with REAX® 85A (0.18 g, a sodium lignosulfonate available from Westvaco, Charleston Heights, S.C.), stirred for 15 minutes, treated with Indulin® C (12.0 g of a 2% solution, pH 11, a sodium lignate available from Westvaco), stirred for one hour, and adjusted slowl...